This data is from the Open Reaction Database (ORD), a public repository of structured organic reaction records. The task is: describe an organic reaction: reactants, conditions, products, and yield Starting materials: CNS(=O)(=O)c1cccc(CN)c1, CCN(C(C)C)C(C)C, Cc1nc(-c2ccc(F)cc2)ncc1C(=O)O, CN(C)C=O. The product is CNS(=O)(=O)c1cccc(CNC(=O)c2cnc(-c3ccc(F)cc3)nc2C)c1. As a reaction SMILES: [CH3:27][NH:28][S:29](=[O:30])(=[O:31])[c:32]1[cH:33][c:34]([CH2:35][NH2:36])[cH:37][cH:38][cH:39]1.[CH:18]([N:19]([CH:20]([CH3:21])[CH3:22])[CH2:23][CH3:24])([CH3:25])[CH3:26].[F:1][c:2]1[cH:3][cH:4][c:5](-[c:8]2[n:9][cH:10][c:11]([C:15](=[O:16])[OH:17])[c:12]([CH3:14])[n:13]2)[cH:6][cH:7]1.[O:40]=[CH:41][N:42]([CH3:43])[CH3:44]>>[F:1][c:2]1[cH:3][cH:4][c:5](-[c:8]2[n:9][cH:10][c:11]([C:15](=[O:17])[NH:36][CH2:35][c:34]3[cH:33][c:32]([S:29]([NH:28][CH3:27])(=[O:30])=[O:31])[cH:39][cH:38][cH:37]3)[c:12]([CH3:14])[n:13]2)[cH:6][cH:7]1.